Dataset: the Open Reaction Database (ORD), a public repository of structured organic reaction records. Task: describe an organic reaction: reactants, conditions, products, and yield Reactants: CCOC(=O)N1CCC(=O)CC1, C1CCOC1, [Li]CCCC, CCCCCC, CCCCCCC, Cl, Cc1ccc(Sc2ccccc2Br)cc1. The product is CCOC(=O)N1CCC(O)(c2ccccc2Sc2ccc(C)cc2)CC1. Reaction SMILES: [C:27](=[O:28])([O:29][CH2:30][CH3:31])[N:32]1[CH2:33][CH2:34][C:35](=[O:38])[CH2:36][CH2:37]1.[CH2:47]1[O:48][CH2:49][CH2:50][CH2:51]1.[CH3:16][CH2:17][CH2:18][CH2:19][Li:20].[CH3:21][CH2:22][CH2:23][CH2:24][CH2:25][CH3:26].[CH3:40][CH2:41][CH2:42][CH2:43][CH2:44][CH2:45][CH3:46].[ClH:39].[c:1]1([CH3:15])[cH:2][cH:3][c:4]([S:7][c:8]2[c:9]([Br:14])[cH:10][cH:11][cH:12][cH:13]2)[cH:5][cH:6]1>>[c:1]1([CH3:15])[cH:2][cH:3][c:4]([S:7][c:8]2[c:9]([C:35]3([OH:38])[CH2:34][CH2:33][N:32]([C:27](=[O:28])[O:29][CH2:30][CH3:31])[CH2:37][CH2:36]3)[cH:10][cH:11][cH:12][cH:13]2)[cH:5][cH:6]1. Starting materials: C(C)(C)(C)OC(=O)N1CCN(CC1)C=1C=C(C(=O)O)C=CC1 (3-(4 -t-Butoxycarbonyl-1-piperizinyl)benzoic acid), C(C)OC(CN)=O (glycine ethyl ester), ester. Product: C(C)(C)(C)OC(=O)N1CCN(CC1)C=1C=C(C(=O)NCC(=O)O)C=CC1 (3-(4-t-Butoxycarbonyl-1-piperazinyl)benzoyl glycine). RXN SMILES: [C:1]([O:5][C:6]([N:8]1[CH2:13][CH2:12][N:11]([C:14]2[CH:15]=[C:16]([CH:20]=[CH:21][CH:22]=2)[C:17](O)=[O:18])[CH2:10][CH2:9]1)=[O:7])([CH3:4])([CH3:3])[CH3:2].C([O:25][C:26](=[O:29])[CH2:27][NH2:28])C>>[C:1]([O:5][C:6]([N:8]1[CH2:9][CH2:10][N:11]([C:14]2[CH:15]=[C:16]([CH:20]=[CH:21][CH:22]=2)[C:17]([NH:28][CH2:27][C:26]([OH:25])=[O:29])=[O:18])[CH2:12][CH2:13]1)=[O:7])([CH3:4])([CH3:2])[CH3:3]. Procedure: The acid 16-3 was coupled with glycine ethyl ester followed by hydrolysis of the resulting ester using previously described chemistry to yield 17-1. Reactants: CS(C)=O, Cl[Cu]Cl, Cl, CC(C)CCON=O, N#Cc1c(N)nc2[nH]c(=O)[nH]c(=O)c2c1-c1ccccc1, O. The product is N#Cc1c(Cl)nc2[nH]c(=O)[nH]c(=O)c2c1-c1ccccc1. Reaction SMILES: [CH3:32][S:33]([CH3:34])=[O:35].[Cl:36][Cu:37][Cl:38].[ClH:30].[N:22]([O:23][CH2:24][CH2:25][CH:26]([CH3:27])[CH3:28])=[O:29].[NH2:1][c:2]1[c:3]([C:20]#[N:21])[c:4](-[c:14]2[cH:15][cH:16][cH:17][cH:18][cH:19]2)[c:5]2[c:6]([nH:7][c:8](=[O:12])[nH:9][c:10]2=[O:11])[n:13]1.[OH2:31]>>[c:2]1([Cl:30])[c:3]([C:20]#[N:21])[c:4](-[c:14]2[cH:15][cH:16][cH:17][cH:18][cH:19]2)[c:5]2[c:6]([nH:7][c:8](=[O:12])[nH:9][c:10]2=[O:11])[n:13]1. Reactants: ClC1=CC=C2C(=C1)NC(C21C(N(CC1CC(C)(C)C)C(=O)Cl)C1=C(C(=CC=C1)Cl)F)=O (rac-(2′S,3′S,4′S)-6-chloro-2′-(3-chloro-2-fluoro-phenyl)-4′-(2,2-dimethyl-propyl)-2-oxo-1,2-dihydro-spiro[indole-3,3′-pyrrolidine]-1′-carbonyl chloride), CN1N=C(C=C1)CN ((1-methyl-1H-pyrazol-3-yl)methylamine). Run in C(C)N(CC)CC (triethylamine). Product: CN1N=C(C=C1)CNC(=O)N1C(C2(C(C1)CC(C)(C)C)C(NC1=CC(=CC=C12)Cl)=O)C1=C(C(=CC=C1)Cl)F (rac-(2′S,3′S,4′S)-6-chloro-2′-(3-chloro-2-fluoro-phenyl)-4′-(2,2-dimethyl-propyl)-2-oxo-1,2-dihydro-spiro[indole-3,3′-pyrrolidine]-1′-carboxylic acid (1-methyl-1H-pyrazol-3-ylmethyl)-amide). RXN SMILES: [Cl:1][C:2]1[CH:7]=[C:6]2[NH:8][C:9](=[O:31])[C:10]3([CH:14]([CH2:15][C:16]([CH3:19])([CH3:18])[CH3:17])[CH2:13][N:12]([C:20](Cl)=[O:21])[CH:11]3[C:23]3[CH:28]=[CH:27][CH:26]=[C:25]([Cl:29])[C:24]=3[F:30])[C:5]2=[CH:4][CH:3]=1.[CH3:32][N:33]1[CH:37]=[CH:36][C:35]([CH2:38][NH2:39])=[N:34]1>C(N(CC)CC)C>[CH3:32][N:33]1[CH:37]=[CH:36][C:35]([CH2:38][NH:39][C:20]([N:12]2[CH2:13][CH:14]([CH2:15][C:16]([CH3:19])([CH3:17])[CH3:18])[C:10]3([C:5]4[C:6](=[CH:7][C:2]([Cl:1])=[CH:3][CH:4]=4)[NH:8][C:9]3=[O:31])[CH:11]2[C:23]2[CH:28]=[CH:27][CH:26]=[C:25]([Cl:29])[C:24]=2[F:30])=[O:21])=[N:34]1. Procedure: In a manner similar to the method described in Example 9, rac-(2′S,3′S,4′S)-6-chloro-2′-(3-chloro-2-fluoro-phenyl)-4′-(2,2-dimethyl-propyl)-2-oxo-1,2-dihydro-spiro[indole-3,3′-pyrrolidine]-1′-carbonyl chloride prepared in Example 8 (57 mg, 0.12 mmol) was reacted with (1-methyl-1H-pyrazol-3-yl)methylamine (Oakwood) (20 mg, 0.18 mmol) and triethylamine to give rac-(2′S,3′S,4′S)-6-chloro-2′-(3-chloro-2-fluoro-phenyl)-4′-(2,2-dimethyl-propyl)-2-oxo-1,2-dihydro-spiro[indole-3,3′-pyrrolidine]-1′-carbo... Reactants: CCOC(=S)C(Cc1ccccc1)CC(C)(C)C, C1CCOC1, Cl, [K+], [OH-], O. Product: CC(C)(C)CC(Cc1ccccc1)C(O)=S. As a reaction SMILES: [CH2:1]([CH3:2])[O:3][C:4]([CH:5]([CH2:6][C:7]([CH3:8])([CH3:9])[CH3:10])[CH2:11][c:12]1[cH:13][cH:14][cH:15][cH:16][cH:17]1)=[S:18].[CH2:23]1[O:24][CH2:25][CH2:26][CH2:27]1.[ClH:22].[K+:21].[OH-:20].[OH2:19]>>[OH:3][C:4]([CH:5]([CH2:6][C:7]([CH3:8])([CH3:9])[CH3:10])[CH2:11][c:12]1[cH:13][cH:14][cH:15][cH:16][cH:17]1)=[S:18]. Reported procedure: tert-Butyl 2-oxo-1,2-dihydrospiro[benzo[d][1,3]oxazine-4,4′-piperidine]-1′-carboxylate (6.71 g, 21.1 mmol) (A3) was dissolved in dichloromethane (50 mL), treated with trifluoroacetic acid (20 mL) and stirred at room temperature for 45 min. The reaction was concentrated under reduced pressure, re-dissolved in acetonitrile and re-concentrated under reduced pressure. The crude TFA salt was cooled in an ice water bath, dissolved in ice-cold saturated brine (20 mL) and H2O (50 mL) and basified with i... The solvent is ClCCl (dichloromethane). Conditions: time 45 minute. The reactants are O=C1OC2(CCN(CC2)C(=O)OC(C)(C)C)C2=C(N1)C=CC=C2 (tert-butyl 2-oxo-1,2-dihydrospiro[benzo[d][1,3]oxazine-4,4′-piperidine]-1′-carboxylate), FC(C(=O)O)(F)F (trifluoroacetic acid). Reaction SMILES: [O:1]=[C:2]1[NH:19][C:18]2[CH:20]=[CH:21][CH:22]=[CH:23][C:17]=2[C:4]2([CH2:9][CH2:8][N:7](C(OC(C)(C)C)=O)[CH2:6][CH2:5]2)[O:3]1.FC(F)(F)C(O)=O>ClCCl>[NH:7]1[CH2:6][CH2:5][C:4]2([O:3][C:2](=[O:1])[NH:19][C:18]3[CH:20]=[CH:21][CH:22]=[CH:23][C:17]2=3)[CH2:9][CH2:8]1. The product is N1CCC2(CC1)C1=C(NC(O2)=O)C=CC=C1 (spiro[benzo[d][1,3]oxazine-4,4′-piperidin]-2(1H)-one).